From a dataset of the Open Reaction Database (ORD), a public repository of structured organic reaction records. describe an organic reaction: reactants, conditions, products, and yield The reactants are S(=O)(Cl)Cl (thionyl chloride), O1CCOC12C(CCCC2)C(=O)O (1,4-dioxa-spiro[4.5]decane-6-carboxylic acid), solution, C[O-].[Na+] (sodium methoxide). Run in C1(=CC=CC=C1)C (toluene), C1(=CC=CC=C1)C (toluene), CO (methanol), CO (methanol). Conditions: temperature 20 celsius, time 20 minute. Yields the product solution, O1CCOC12C(CCCC2)C(=O)Cl (1,4-dioxa-spiro[4.5]decane-6-carbonyl chloride). RXN SMILES: [O:1]1[C:5]2([CH2:10][CH2:9][CH2:8][CH2:7][CH:6]2[C:11]([OH:13])=O)[O:4][CH2:3][CH2:2]1.C[O-].[Na+].S(Cl)([Cl:19])=O>CO.C1(C)C=CC=CC=1>[O:1]1[C:5]2([CH2:10][CH2:9][CH2:8][CH2:7][CH:6]2[C:11]([Cl:19])=[O:13])[O:4][CH2:3][CH2:2]1 |f:1.2|. Procedure details: To a solution of 1,4-dioxa-spiro[4.5]decane-6-carboxylic acid (2.42 g, 13 mmol) in methanol (6 mL) was added a 5.4 N solution of sodium methoxide in methanol (2.41 mL). The mixture was stirred at 20° C. for 20 min and the solvent was then evaporated under reduced pressure. Toluene (20 mL) was added to the residue and the solvent was evaporated under reduced pressure. The white solid obtained (2.5 g) was suspended in toluene (13 mL) and thionyl chloride (1 mL, 13.8 mmol) was added to the stirred ... The solvent is C(C)(=O)OCC (ethyl acetate). Reaction conditions: temperature 70 celsius, time 8 hour. The yield is 91.0%. Starting materials: IC1=C(C=CC=C1)S(=O)(=O)[O-].[Na+] (sodium 2-iodobenzenesulfonate), OOS(=O)[O-].[K+] (Oxone), S(=O)(=O)([O-])[O-].[Na+].[Na+] (sodium sulfate), CC1=CC(CC(C1)C(=C)C)O (3-methyl-5-(prop-1-en-2-yl)cyclohexa-2-enol). As a reaction SMILES: IC1C=CC=CC=1S([O-])(=O)=O.[Na+].OOS([O-])=O.[K+].S([O-])([O-])(=O)=O.[Na+].[Na+].[CH3:26][C:27]1[CH2:32][CH:31]([C:33]([CH3:35])=[CH2:34])[CH2:30][CH:29]([OH:36])[CH:28]=1>C(OCC)(=O)C>[CH3:26][C:27]1[CH2:32][CH:31]([C:33]([CH3:35])=[CH2:34])[CH2:30][C:29](=[O:36])[CH:28]=1 |f:0.1,2.3,4.5.6|. Procedure details: 6.1 mg (0.02 mmol) of sodium 2-iodobenzenesulfonate prepared by Preparation Example 4, 0.49 g (0.8 mmol) of powdered Oxone (registered trademark), 0.5 g (3.5 mmol) of anhydrous sodium sulfate and 152 mg (1 mmol) of 3-methyl-5-(prop-1-en-2-yl)cyclohexa-2-enol were added to 5 ml of ethyl acetate, and the mixture was heated at 70° C. while being stirred under a nitrogen for eight hours. The later treatment was carried out in the same way as in Example 1, and then 3-methyl-5-(prop-1-en-2-yl)cyclohex... Product: CC1=CC(CC(C1)C(=C)C)=O (3-methyl-5-(prop-1-en-2-yl)cyclohexa-2-enone). Starting materials: C(C1=CC=CC=C1)=O (benzaldehyde), nBuLi hexanes, [Cu](C#N)C#N (copper cyanide), CNCCN(C)C.[Li] (lithium trimethylethylenediamine), C(CCC)[Li] (butyllithium), C(C=C)Br (allyl bromide). Run in O1CCCC1 (tetrahydrofuran), O1CCCC1 (tetrahydrofuran), hexanes. Conditions: temperature -30 celsius, time 30 minute. The product is C(C=C)C1=C(C=O)C=CC=C1 (o-allylbenzaldehyde). Yield: 55.6%. As a reaction SMILES: CNCCN(C)C.[Li].[CH2:9]([Li])[CH2:10][CH2:11]C.[CH:14](=[O:21])[C:15]1[CH:20]=[CH:19][CH:18]=[CH:17][CH:16]=1.[Cu](C#N)C#N.C(Br)C=C>O1CCCC1>[CH2:11]([C:16]1[CH:17]=[CH:18][CH:19]=[CH:20][C:15]=1[CH:14]=[O:21])[CH:10]=[CH2:9] |f:0.1,^1:7|. Procedure details: To a stirred solution of 20.2 g (198.0 mmol) of lithium trimethylethylenediamine in 500 ml of dry tetrahydrofuran (THF) under nitrogen at -30° C. was added 79 ml (198.0 mmol) of 2.5M butyllithium (nBuLi) in hexanes dropwise over 15 minutes. The solution became pale yellow and was stirred at -30° C. for 30 minutes. To this solution was added 20.0 g (188.5 mmol) of benzaldehyde dropwise over 30 minutes. The solution became cloudy as the complex was formed and was stirred 1 hour. To this slurry was... Reactants: 708 A1, ClC1=NC(=NC(=C1OC1=C(C=CC=C1)OC)Cl)C1=NC=CC=N1 (4,6-dichloro-5-(o-methoxyphenoxy)-2-(2-pyrimidinyl)-pyrimidine), [K+].C(C)(C)(C)C1=CC=C(C=C1)S(=O)(=O)[NH-] (p-tert.-butyl benzene sulfonamide potassium salt). Yields the product C(C)(C)(C)C1=CC=C(C=C1)S(=O)(=O)NC1=NC(=NC(=C1OC1=C(C=CC=C1)OC)Cl)C1=NC=CC=N1 (4-tert.-butyl-N-[6-chloro-5-(o-methoxyphenoxy)-2-(2-pyrimidinyl)-4-pyrimidinyl]benzene sulfonamide). Reaction SMILES: Cl[C:2]1[C:7]([O:8][C:9]2[CH:14]=[CH:13][CH:12]=[CH:11][C:10]=2[O:15][CH3:16])=[C:6]([Cl:17])[N:5]=[C:4]([C:18]2[N:23]=[CH:22][CH:21]=[CH:20][N:19]=2)[N:3]=1.[K+].[C:25]([C:29]1[CH:34]=[CH:33][C:32]([S:35]([NH-:38])(=[O:37])=[O:36])=[CH:31][CH:30]=1)([CH3:28])([CH3:27])[CH3:26]>>[C:25]([C:29]1[CH:34]=[CH:33][C:32]([S:35]([NH:38][C:2]2[C:7]([O:8][C:9]3[CH:14]=[CH:13][CH:12]=[CH:11][C:10]=3[O:15][CH3:16])=[C:6]([Cl:17])[N:5]=[C:4]([C:18]3[N:23]=[CH:22][CH:21]=[CH:20][N:19]=3)[N:3]=2)(=[O:36])=[O:37])=[CH:31][CH:30]=1)([CH3:28])([CH3:26])[CH3:27] |f:1.2|. Reported procedure: 4-tert.-butyl-N-[6-chloro-5-(o-methoxyphenoxy)-2-(2-pyrimidinyl)-4-pyrimidinyl]benzene sulfonamide was prepared as disclosed in EP 0 526 708 A1 from 4,6-dichloro-5-(o-methoxyphenoxy)-2-(2-pyrimidinyl)-pyrimidine and p-tert.-butyl benzene sulfonamide potassium salt. LC-MS: tR=5.50 min, [M+1]+=526.29, [M−1]−=524.43.